This data is from the Open Reaction Database (ORD), a public repository of structured organic reaction records. The task is: describe an organic reaction: reactants, conditions, products, and yield Starting materials: N1C=C(C=2C1=NC=CC2)C=C2C(C(=C(O2)NCC2=CC=C(C=C2)F)C(=O)OCC)=O (Ethyl 5-[(1H-pyrrolo[2,3-b]pyridin-3-yl)methylene]-2-[(4-fluorobenzyl)amino]-4-oxo-4,5-dihydrofuran-3-carboxylate). The solvent is CN(C(C)=O)C (N,N-dimethylacetamide), O (water). The product is N1C=C(C=2C1=NC=CC2)C=C2OC(=CC2=O)NCC2=CC=C(C=C2)F (2-[(1H-Pyrrolo[2,3-b]pyridin-3-yl)methylene]-5-[(4-fluorobenzyl)amino]furan-3(2H)-one). Yield: 6.7%. Reaction SMILES: [NH:1]1[C:5]2=[N:6][CH:7]=[CH:8][CH:9]=[C:4]2[C:3]([CH:10]=[C:11]2[O:15][C:14]([NH:16][CH2:17][C:18]3[CH:23]=[CH:22][C:21]([F:24])=[CH:20][CH:19]=3)=[C:13](C(OCC)=O)[C:12]2=[O:30])=[CH:2]1>CN(C)C(=O)C.O>[NH:1]1[C:5]2=[N:6][CH:7]=[CH:8][CH:9]=[C:4]2[C:3]([CH:10]=[C:11]2[C:12](=[O:30])[CH:13]=[C:14]([NH:16][CH2:17][C:18]3[CH:19]=[CH:20][C:21]([F:24])=[CH:22][CH:23]=3)[O:15]2)=[CH:2]1. Procedure details: A solution of the compound (0.10 g, 0.31 mmol) of Example 45 in N,N-dimethylacetamide (3.0 mL) was refluxed for 7 h. Cooled to ambient temperature, the reaction mixture was diluted with water and the precipitate was collected by filtration. The solid was washed with water and diethyl ether then dried to afford the titled compound as solid (0.0070 g, y. 9%). Starting materials: O1CCCC1 (Tetrahydrofuran), Cl (hydrochloric acid), same material, C[Mg]I (methylmagnesium iodide), CON(C(CC1=CC(=C(C=C1)Cl)Cl)=O)C (N-methoxy-N-methyl-3,4-dichlorophenylacetamide). The solvent is O (water). Conditions: temperature 0 celsius, time 1.5 hour. Yields the product ClC=1C=C(C=CC1Cl)CC(C)=O ((3,4-dichlorophenyl)acetone). RXN SMILES: O1CCC[CH2:2]1.C[Mg]I.CON(C)[C:12](=[O:22])[CH2:13][C:14]1[CH:19]=[CH:18][C:17]([Cl:20])=[C:16]([Cl:21])[CH:15]=1.Cl>O>[Cl:21][C:16]1[CH:15]=[C:14]([CH2:13][C:12](=[O:22])[CH3:2])[CH:19]=[CH:18][C:17]=1[Cl:20]. Reported procedure: Tetrahydrofuran, 75 mL, was cooled to 0° C., and 10.3 mL of methylmagnesium iodide (3.0M in diethyl ether) was added dropwise during a 30 minute period. The reaction mixture was maintained at <2° C. during the addition. Upon completion of addition, 7.0 grams (0.028 mole) of N-methoxy-N-methyl-3,4-dichlorophenylacetamide was added dropwise during a 45 minute period. The reaction mixture temperature was maintained between -2° C. and +2° C. throughout the addition. Upon completion of addition, the ... Reactants: C(=O)(C(F)(F)F)O (TFA), C(#N)C=1N=CC(=NC1)NC1=NC=C(C(=C1)NCC1CCN(CC1)C(=O)OC(C)(C)C)\C=C\COC ((E)-tert-butyl 4-((2-(5-cyanopyrazin-2-ylamino)-5-(3-methoxyprop-1-enyl)pyridin-4-ylamino)methyl)piperidine-1-carboxylate). The solvent is ClCCl (dichloromethane). Reaction conditions: time 20 minute. Product: COC/C=C/C=1C(=CC(=NC1)NC=1N=CC(=NC1)C#N)NCC1CCNCC1 ((E)-5-(5-(3-Methoxyprop-1-enyl)-4-(piperidin-4-ylmethylamino)pyridin-2-ylamino)pyrazine-2-carbonitrile). The yield is 51.4%. As a reaction SMILES: C(O)(C(F)(F)F)=O.[C:8]([C:10]1[N:11]=[CH:12][C:13]([NH:16][C:17]2[CH:22]=[C:21]([NH:23][CH2:24][CH:25]3[CH2:30][CH2:29][N:28](C(OC(C)(C)C)=O)[CH2:27][CH2:26]3)[C:20](/[CH:38]=[CH:39]/[CH2:40][O:41][CH3:42])=[CH:19][N:18]=2)=[N:14][CH:15]=1)#[N:9]>ClCCl>[CH3:42][O:41][CH2:40]/[CH:39]=[CH:38]/[C:20]1[C:21]([NH:23][CH2:24][CH:25]2[CH2:26][CH2:27][NH:28][CH2:29][CH2:30]2)=[CH:22][C:17]([NH:16][C:13]2[N:14]=[CH:15][C:10]([C:8]#[N:9])=[N:11][CH:12]=2)=[N:18][CH:19]=1. Procedure: TFA (0.2 mL) was added at room temperature to a solution of (E)-tert-butyl 4-((2-(5-cyanopyrazin-2-ylamino)-5-(3-methoxyprop-1-enyl)pyridin-4-ylamino)methyl)piperidine-1-carboxylate (0.020 g, 0.041 mmol) in dichloromethane (2 mL). The reaction mixture was stirred for 20 min. Solvent was removed in vacuo and the mixture was purified by ion exchange on SCX-II acidic resin (500 mg) eluting with methanol, then 2M ammonia-methanol. The basic fractions were combined and the solvent was removed in vacu... The reactants are FC=1C=C(C=CC1)[C@H](CCO)N1C(C2(C3=CC=CC=C13)CCCCC2)=O (1′-[(1S)-1-(3-fluorophenyl)-3-hydroxypropyl]spiro[cyclohexane-1,3′-indol]-2′(1′H)-one), N1=CC=CC=C1 (pyridine), C=1(C(=CC=CC1)S(=O)(=O)Cl)C (toluenesufonyl chloride). Solvent: C(C)(=O)OCC (ethyl acetate). Reaction conditions: time 3 hour. The product is FC=1C=C(C=CC1)[C@H](CCNC)N1C(C2(C3=CC=CC=C13)CCCCC2)=O (1′-[(1S)-1-(3-fluorophenyl)-3-(methylamino)propyl]spiro[cyclohexane-1.3′-indol]-2′(1′H)-one). RXN SMILES: [F:1][C:2]1[CH:3]=[C:4]([C@@H:8]([N:12]2[C:20]3[C:15](=[CH:16][CH:17]=[CH:18][CH:19]=3)[C:14]3([CH2:25][CH2:24][CH2:23][CH2:22][CH2:21]3)[C:13]2=[O:26])[CH2:9][CH2:10]O)[CH:5]=[CH:6][CH:7]=1.C1(C)C(S(Cl)(=O)=O)=CC=CC=1.[N:38]1C=CC=C[CH:39]=1>C(OCC)(=O)C>[F:1][C:2]1[CH:3]=[C:4]([C@@H:8]([N:12]2[C:20]3[C:15](=[CH:16][CH:17]=[CH:18][CH:19]=3)[C:14]3([CH2:25][CH2:24][CH2:23][CH2:22][CH2:21]3)[C:13]2=[O:26])[CH2:9][CH2:10][NH:38][CH3:39])[CH:5]=[CH:6][CH:7]=1. Procedure: 1′-[(1S)-1-(3-fluorophenyl)-3-hydroxypropyl]spiro[cyclohexane-1,3′-indol]-2′(1′H)-one (0.27 g, 0.76 mmol) was dissolved in pyridine (4 mL) and toluenesufonyl chloride (0.29 g, 2.0 mmol) was added. Stirred for 3 hours then the reaction mixture was diluted with ethyl acetate and washed with water, 2N hydrochloric acid, saturated copper sulfate, 2N hydrochloric acid, and saturated brine. The organic layer was separated, dried over anhydrous magnesium sulfate, filtered, and concentrated in vacuo. Th... Reactants: O=C(O)CBr, O=C([O-])[O-], CC(C)=O, CCOCn1nccc1C(=O)c1ccc(O)c(Cl)c1Cl, [K+], [K+]. Yields the product CCOCn1nccc1C(=O)c1ccc(OCC(=O)O)c(Cl)c1Cl. As a reaction SMILES: [Br:21][CH2:22][C:23](=[O:24])[OH:25].[C:26](=[O:27])([O-:28])[O-:29].[CH3:32][C:33](=[O:34])[CH3:35].[Cl:1][c:2]1[c:3]([OH:20])[cH:4][cH:5][c:6]([C:9](=[O:10])[c:11]2[cH:12][cH:13][n:14][n:15]2[CH2:16][O:17][CH2:18][CH3:19])[c:7]1[Cl:8].[K+:30].[K+:31]>>[Cl:1][c:2]1[c:3]([O:20][CH2:22][C:23](=[O:24])[OH:25])[cH:4][cH:5][c:6]([C:9](=[O:10])[c:11]2[cH:12][cH:13][n:14][n:15]2[CH2:16][O:17][CH2:18][CH3:19])[c:7]1[Cl:8]. The reactants are C(C)(C)(C)OC(=O)NCC1=CC=C(COC=2C=CC(=C3C=C(N(C23)C)C(=O)OCC)Cl)C=C1 (ethyl 7-[4-(tert-butoxycarbonylaminomethyl)-benzyloxy]-4-chloro-1-methyl-2-indolecarboxylate), Cl.NC(=N)N (guanidine hydrochloride), C[O-].[Na+] (sodium methoxide). The solvent is CO (methanol). The product is Cl.Cl.NCC1=CC=C(COC=2C=CC(=C3C=C(NC23)C(=O)N=C(NC)N)Cl)C=C1 (7-[4-(aminomethyl)benzyloxy]-4-chloro-1-methyl-2-indoloylguanidine dihydrochloride). Isolated yield 85.8%. As a reaction SMILES: C(OC([NH:8][CH2:9][C:10]1[CH:33]=[CH:32][C:13]([CH2:14][O:15][C:16]2[CH:17]=[CH:18][C:19]([Cl:31])=[C:20]3[C:24]=2[N:23](C)[C:22]([C:26]([O:28]CC)=O)=[CH:21]3)=[CH:12][CH:11]=1)=O)(C)(C)C.[ClH:34].[NH2:35][C:36]([NH2:38])=[NH:37].[CH3:39][O-].[Na+]>CO>[ClH:31].[ClH:34].[NH2:8][CH2:9][C:10]1[CH:33]=[CH:32][C:13]([CH2:14][O:15][C:16]2[CH:17]=[CH:18][C:19]([Cl:31])=[C:20]3[C:24]=2[NH:23][C:22]([C:26]([N:37]=[C:36]([NH2:38])[NH:35][CH3:39])=[O:28])=[CH:21]3)=[CH:12][CH:11]=1 |f:1.2,3.4,6.7.8|. Procedure details: The reaction was carried out in a manner similar to Example 196 e) except for using 0.60 g (1.27 mmol) of ethyl 7-[4-(tert-butoxycarbonylaminomethyl)-benzyloxy]-4-chloro-1-methyl-2-indolecarboxylate, 2.42 g (25.4 mmol) of guanidine hydrochloride, 1.37 g (25.4 mmol) of sodium methoxide and 50 ml of methanol. Thus, 0.25 g (43.0%) of 7-[4-(aminomethyl)benzyloxy]-4-chloro-1-methyl-2-indoloylguanidine dihydrochloride was obtained. Starting materials: BrC1=C2CCN(CC2=C(C(=C1)[N+](=O)[O-])N)CC1=CC=C(C=C1)C(F)(F)F (5-Bromo-1,2,3,4-tetrahydro-7-nitro-2-[[4-(trifluoromethyl)phenyl]methyl]-8-isoquinolinamine). The reagents and catalysts are [Pd] (Pd/C). The solvent is CO (methanol). Run at time 2.3 hour. Product: FC(C1=CC=C(C=C1)CN1CC2=C(C(=CC=C2CC1)N)N)(F)F (1,2,3,4-Tetrahydro-2-[[4-(trifluoromethyl)phenyl]methyl]-7, 8-isoquinolinediamine). Isolated yield 117.8%. Reaction SMILES: Br[C:2]1[CH:11]=[C:10]([N+:12]([O-])=O)[C:9]([NH2:15])=[C:8]2[C:3]=1[CH2:4][CH2:5][N:6]([CH2:16][C:17]1[CH:22]=[CH:21][C:20]([C:23]([F:26])([F:25])[F:24])=[CH:19][CH:18]=1)[CH2:7]2>CO.[Pd]>[F:25][C:23]([F:24])([F:26])[C:20]1[CH:19]=[CH:18][C:17]([CH2:16][N:6]2[CH2:5][CH2:4][C:3]3[C:8](=[C:9]([NH2:15])[C:10]([NH2:12])=[CH:11][CH:2]=3)[CH2:7]2)=[CH:22][CH:21]=1. Procedure: A solution of the product from Example 15 (0.6 g, 1.4 mmol) in methanol (100 mL) was shaken over 20% Pd/C under hydrogen and pressure for 2.3 hours. The catalyst was filtered off and concentrated under vacuum to give the title compound (0.53 g, 95% yield) as a dark red-brown solid, mp=130-135° C. Reactants: C(C1=CC=CC=C1)N (benzylamine), C(=O)(O)CC1=C(C(=O)O)C=CC(=C1)[N+](=O)[O-] (2-Carboxymethyl-4-nitrobenzoic acid), O (water). Run in C(C)(=O)O (acetic acid). Reaction conditions: temperature 115 celsius, time 2 hour. Yields the product C(C1=CC=CC=C1)N1C(C2=CC=C(C=C2CC1=O)[N+](=O)[O-])=O (2-Benzyl-6-nitro-4H-isoquinoline-1,3-dione). Reaction SMILES: [C:1]([CH2:4][C:5]1[CH:13]=[C:12]([N+:14]([O-:16])=[O:15])[CH:11]=[CH:10][C:6]=1[C:7]([OH:9])=O)([OH:3])=O.[CH2:17]([NH2:24])[C:18]1[CH:23]=[CH:22][CH:21]=[CH:20][CH:19]=1.O>C(O)(=O)C>[CH2:17]([N:24]1[C:1](=[O:3])[CH2:4][C:5]2[C:6](=[CH:10][CH:11]=[C:12]([N+:14]([O-:16])=[O:15])[CH:13]=2)[C:7]1=[O:9])[C:18]1[CH:23]=[CH:22][CH:21]=[CH:20][CH:19]=1. Reported procedure: To a suspension of the diacid (9) (55 g, 0.244 mole) in acetic acid (550 mL) was added benzylamine (28.91 g, 0.27 mole). The reaction was heated to 115° C. for 18 hrs., cooled to 25° C., water was added (450 mL), the contents stirred for 2 hrs., and the product filtered off as a white solid. The product was washed with water (400 mL) and vacuum dried to give 59.51 g (82%). Reactants: C(#C)C1=CC=C(C=C1)N1C=CC2=CC(=CC=C12)C#CCCCOS(=O)(=O)C (Methanesulfonic acid 5-[1-(4-ethynyl-phenyl)-1H -indol-5-yl]-pent-4-ynyl ester), C(C)NCCO (2-ethylaminoethanol). Product: C(C)N(CCO)CCCC#CC=1C=C2C=CN(C2=CC1)C1=CC=C(C=C1)C#C (2-(Ethyl-{5-[1-(4-ethynyl-phenyl)-1H-indol-5-yl]-pent-4-ynyl}-amino)-ethanol). RXN SMILES: [C:1]([C:3]1[CH:8]=[CH:7][C:6]([N:9]2[C:17]3[C:12](=[CH:13][C:14]([C:18]#[C:19][CH2:20][CH2:21][CH2:22]OS(C)(=O)=O)=[CH:15][CH:16]=3)[CH:11]=[CH:10]2)=[CH:5][CH:4]=1)#[CH:2].[CH2:28]([NH:30][CH2:31][CH2:32][OH:33])[CH3:29]>>[CH2:28]([N:30]([CH2:22][CH2:21][CH2:20][C:19]#[C:18][C:14]1[CH:13]=[C:12]2[C:17](=[CH:16][CH:15]=1)[N:9]([C:6]1[CH:7]=[CH:8][C:3]([C:1]#[CH:2])=[CH:4][CH:5]=1)[CH:10]=[CH:11]2)[CH2:31][CH2:32][OH:33])[CH3:29]. Procedure: In analogy to example 5.5, Methanesulfonic acid 5-[1-(4-ethynyl-phenyl)-1H -indol-5-yl]-pent-4-ynyl ester and 2-ethylaminoethanol were converted to yield 2-(Ethyl-{5-[1-(4-ethynyl-phenyl)-1H-indol-5-yl]-pent-4-ynyl}-amino)-ethanol as light yellow viscous oil, MS: 371 (MH+).